describe an organic reaction: reactants, conditions, products, and yield From a dataset of the Open Reaction Database (ORD), a public repository of structured organic reaction records. The reactants are OC(C[C@@]1(CCN(C(O1)=O)[C@@H](C)C1=CC=C(C=C1)B1OC(C(O1)(C)C)(C)C)C1=CC=CC=C1)(C)C ((S)-6-(2-hydroxy-2-methylpropyl)-6-phenyl-3-((S)-1-(4-(4,4,5,5-tetramethyl-1,3,2-dioxaborolan-2-yl)phenyl)ethyl)-1,3-oxazinan-2-one), BrC=1C=NC(=NC1)N1C(=NC=C1)C (5-bromo-2-(2-methyl-1H-imidazol-1-yl)-pyrimidine). Yields the product OC(C[C@@]1(CCN(C(O1)=O)[C@@H](C)C1=CC=C(C=C1)C=1C=NC(=NC1)N1C(=NC=C1)C)C1=CC=CC=C1)(C)C ((S)-6-(2-hydroxy-2-methylpropyl)-3-((S)-1-(4-(2-(2-methyl-1H-imidazol-1-yl)pyrimidin-5-yl)phenyl)ethyl)-6-phenyl-1,3-oxazinan-2-one). As a reaction SMILES: [OH:1][C:2]([CH3:35])([CH3:34])[CH2:3][C@@:4]1([C:28]2[CH:33]=[CH:32][CH:31]=[CH:30][CH:29]=2)[O:9][C:8](=[O:10])[N:7]([C@H:11]([C:13]2[CH:18]=[CH:17][C:16](B3OC(C)(C)C(C)(C)O3)=[CH:15][CH:14]=2)[CH3:12])[CH2:6][CH2:5]1.Br[C:37]1[CH:38]=[N:39][C:40]([N:43]2[CH:47]=[CH:46][N:45]=[C:44]2[CH3:48])=[N:41][CH:42]=1>>[OH:1][C:2]([CH3:34])([CH3:35])[CH2:3][C@@:4]1([C:28]2[CH:33]=[CH:32][CH:31]=[CH:30][CH:29]=2)[O:9][C:8](=[O:10])[N:7]([C@H:11]([C:13]2[CH:14]=[CH:15][C:16]([C:37]3[CH:38]=[N:39][C:40]([N:43]4[CH:47]=[CH:46][N:45]=[C:44]4[CH3:48])=[N:41][CH:42]=3)=[CH:17][CH:18]=2)[CH3:12])[CH2:6][CH2:5]1. Procedure: The title compound was prepared from (S)-6-(2-hydroxy-2-methylpropyl)-6-phenyl-3-((S)-1-(4-(4,4,5,5-tetramethyl-1,3,2-dioxaborolan-2-yl)phenyl)ethyl)-1,3-oxazinan-2-one and 5-bromo-2-(2-methyl-1H-imidazol-1-yl)-pyrimidine following a procedure analogous to that described in Example 1 Step 2. LC-MS Method 2 tR=0.932 min, m/z=512.3; 1H NMR (CD3OD) 0.86 (s, 3H), 1.16 (s, 3H), 1.49 (m, 3H), 2.15 (m, 2H), 2.18 (m, 1H), 2.37-2.49 (m, 2H), 2.79 (s, 3H), 3.03 (m, 1H), 5.53 (m, 1H), 7.01-7.06 (m, 3H), 7.... The reactants are NC1=CC=C(C=C1)SC1=NC2=CC=CC=C2C(=C1)C1=CC=CC=C1 (2-(4-aminophenylthio)-4-phenylquinoline), ClC1=C(C=C(C=C1)N=C=S)C(F)(F)F (4-chloro-3-trifluoromethylphenylisothiocyanate). The product is C1(=CC=CC=C1)C1=CC(=NC2=CC=CC=C12)SC1=CC=C(C=C1)NC(=S)NC1=CC(=C(C=C1)Cl)C(F)(F)F (1-[4-(4-Phenyl-2-quinolylthio)phenyl]-3-(4-chloro-3-trifluoromethylphenyl)thiourea). The yield is 55.1%. Reaction SMILES: [NH2:1][C:2]1[CH:7]=[CH:6][C:5]([S:8][C:9]2[CH:18]=[C:17]([C:19]3[CH:24]=[CH:23][CH:22]=[CH:21][CH:20]=3)[C:16]3[C:11](=[CH:12][CH:13]=[CH:14][CH:15]=3)[N:10]=2)=[CH:4][CH:3]=1.[Cl:25][C:26]1[CH:31]=[CH:30][C:29]([N:32]=[C:33]=[S:34])=[CH:28][C:27]=1[C:35]([F:38])([F:37])[F:36]>>[C:19]1([C:17]2[C:16]3[C:11](=[CH:12][CH:13]=[CH:14][CH:15]=3)[N:10]=[C:9]([S:8][C:5]3[CH:4]=[CH:3][C:2]([NH:1][C:33]([NH:32][C:29]4[CH:30]=[CH:31][C:26]([Cl:25])=[C:27]([C:35]([F:38])([F:36])[F:37])[CH:28]=4)=[S:34])=[CH:7][CH:6]=3)[CH:18]=2)[CH:20]=[CH:21][CH:22]=[CH:23][CH:24]=1. Reported procedure: 2-(4-aminophenylthio)-4-phenylquinoline (3.0 moles, 1.0 g) and 4-chloro-3-trifluoromethylphenylisothiocyanate (3.3 mmoles, 0.79 g) were reacted according to procedure C to yield the title compound 1.03 g, 61%. Mass Spec (FD) 565. Calculated for C29H19ClF3N3S2 : C, 61.53; H, 3.38; N, 7.42. Found: C, 61.82; H, 3.63; N, 7.43. Starting materials: IC1=CN=C2N1N=CC(=C2)C=2C=C(C(=O)OC)C=CC2 (methyl 3-(3-iodoimidazo[1,2-b]pyridazin-7-yl)benzoate), CNC(=O)NC1=CC(=CC=C1)B1OC(C(O1)(C)C)(C)C (N-methyl-N′-[3-(4,4,5,5-tetramethyl-1,3,2-dioxaborolan-2-yl)phenyl]urea), C([O-])([O-])=O.[Na+].[Na+] (sodium carbonate). Reagents/catalysts: Cl[Pd](P(C(C)(C)C)(C(C)(C)C)C1=CC=C(C=C1)N(C)C)(P(C1=CC=C(C=C1)N(C)C)(C(C)(C)C)C(C)(C)C)Cl (Dichloro(bis{di-tert-butyl[4-(dimethylamino)phenyl]phosphoranyl})palladium). Run in O1CCOCC1 (1,4-dioxane), O (water). Conditions: temperature 100 celsius, time 8 hour. Product: CNC(=O)NC=1C=C(C=CC1)C1=CN=C2N1N=CC(=C2)C=2C=C(C(=O)OC)C=CC2 (methyl 3-[3-(3-{[(methylamino)carbonyl]amino}phenyl)imidazo[1,2-b]pyridazin-7-yl]benzoate). As a reaction SMILES: I[C:2]1[N:6]2[N:7]=[CH:8][C:9]([C:11]3[CH:12]=[C:13]([CH:18]=[CH:19][CH:20]=3)[C:14]([O:16][CH3:17])=[O:15])=[CH:10][C:5]2=[N:4][CH:3]=1.[CH3:21][NH:22][C:23]([NH:25][C:26]1[CH:31]=[CH:30][CH:29]=[C:28](B2OC(C)(C)C(C)(C)O2)[CH:27]=1)=[O:24].C(=O)([O-])[O-].[Na+].[Na+]>O1CCOCC1.O.Cl[Pd](Cl)(P(C(C)(C)C)(C(C)(C)C)C1C=CC(N(C)C)=CC=1)P(C1C=CC(N(C)C)=CC=1)(C(C)(C)C)C(C)(C)C>[CH3:21][NH:22][C:23]([NH:25][C:26]1[CH:27]=[C:28]([C:2]2[N:6]3[N:7]=[CH:8][C:9]([C:11]4[CH:12]=[C:13]([CH:18]=[CH:19][CH:20]=4)[C:14]([O:16][CH3:17])=[O:15])=[CH:10][C:5]3=[N:4][CH:3]=2)[CH:29]=[CH:30][CH:31]=1)=[O:24] |f:2.3.4|. Procedure details: Dichloro(bis{di-tert-butyl[4-(dimethylamino)phenyl]phosphoranyl})palladium (2.8 mg, 0.0040 mmol) was added to a mixture of methyl 3-(3-iodoimidazo[1,2-b]pyridazin-7-yl)benzoate (0.050 g, 0.13 mmol), N-methyl-N′-[3-(4,4,5,5-tetramethyl-1,3,2-dioxaborolan-2-yl)phenyl]urea (44 mg, 0.16 mmol) and sodium carbonate (28 mg, 0.26 mmol) in 1,4-dioxane (1 mL) and water (0.1 mL) and then the reaction vessel containing the mixture was evacuated and refilled with nitrogen 3 times. The reaction was stirred at... The reactants are Cl.C1COC2(CCC(CC2)(C2=CC=CC=C2)N)O1 (4-amino-4-phenylcyclohexanone ethylene ketal hydrochloride), Cl (hydrogen chloride), ( 18 ), ethylene ketal hydrochloride, ICCCCCI (1,5-diiodopentane), C([O-])([O-])=O.[K+].[K+] (potassium carbonate), Cl (hydrochloride). Run in CCOCC (ether), C(C)OCC (diethyl ether), O (water), C(C)O (ethanol), C(C)OCC (diethyl ether), C(C)OCC (diethyl ether). Yields the product C1(=CC=CC=C1)C1(CCC(CC1)=O)N1CCCCC1 (4-phenyl-4-(1-piperidinyl)cyclohexanone). Isolated yield 61.0%. As a reaction SMILES: Cl.C1[O:18][C:5]2([CH2:10][CH2:9][C:8]([NH2:17])([C:11]3[CH:16]=[CH:15][CH:14]=[CH:13][CH:12]=3)[CH2:7][CH2:6]2)OC1.I[CH2:20][CH2:21][CH2:22][CH2:23][CH2:24]I.C(=O)([O-])[O-].[K+].[K+].Cl>C(OCC)C.O.C(O)C>[C:11]1([C:8]2([N:17]3[CH2:24][CH2:23][CH2:22][CH2:21][CH2:20]3)[CH2:7][CH2:6][C:5](=[O:18])[CH2:10][CH2:9]2)[CH:12]=[CH:13][CH:14]=[CH:15][CH:16]=1 |f:0.1,3.4.5|. Procedure: A reaction mixture consisting of the free base from 2.88 gm. (0.011 mole) of 4-amino-4-phenylcyclohexanone ethylene ketal hydrochloride (prepared in Example 32, above), 3.47 gm. 1,5-diiodopentane 2.95 gm. potassium carbonate and 25 ml. ethanol is heated at the reflux temperature, with stirring, for eighteen (18) hours. After cooling and removing most of the liquid and voltiles by evaporation under reduced pressure, the residue thus obtained is dispersed in a mixture of 100 ml. of diethyl ether a... Reactants: COC([C@H]1NCC[C@H]1O)=O (cis-3-hydroxyproline methyl ester), C1(=CC=CC=C1)P(C1=CC=CC=C1)C1=CC=CC=C1 (triphenylphosphine), C1(=CC=CC=C1)P(=O)(C1=CC=CC=C1)N=[N+]=[N-] (diphenylphosphoryl azide), CC(C)OC(=O)/N=N/C(=O)OC(C)C (DIAD). The solvent is C1CCOC1 (THF), C1CCOC1 (THF). Reaction conditions: time 16 hour. Product: N(=[N+]=[N-])[C@@H]1[C@H](NCC1)C(=O)O (trans-3-azido-proline). RXN SMILES: CC(OC(/N=N/C(OC(C)C)=O)=O)C.C[O:16][C:17](=[O:24])[C@@H:18]1[C@H:22](O)[CH2:21][CH2:20][NH:19]1.C1(P(C2C=CC=CC=2)C2C=CC=CC=2)C=CC=CC=1.C1(P([N:58]=[N+:59]=[N-:60])(C2C=CC=CC=2)=O)C=CC=CC=1>C1COCC1>[N:58]([C@H:22]1[CH2:21][CH2:20][NH:19][C@@H:18]1[C:17]([OH:16])=[O:24])=[N+:59]=[N-:60]. Procedure: DIAD (23.88 mmol, 1.3 eq.) was added dropwise with stirring to a solution of cis-3-hydroxyproline methyl ester# (18.36 mmol, 1 eq.) and triphenylphosphine (22.9 mmol, 1.25 eq.) in THF (100 mL) at 0° C. Then a solution of diphenylphosphoryl azide (22.9 mmol, 1.25 eq.) in THF (20 ml) was added. The reaction was slowly warmed to rt and stirred for 16 h. The solvent was then removed under vacuum, and the residue triturated with cold ether to remove triphenylphosphine oxide. Upon filtration, the filt... The reactants are O.Br.CC1=C(NCCN)C=C(C(=C1)N)[N+](=O)[O-] (2-methyl-4-amino-5-nitro-N-β-aminoethylaniline hydrobromide monohydrate), [OH-].[Na+] (sodium hydroxide). Solvent: O (water). Yields the product CC1=C(NCCN)C=C(C(=C1)N)[N+](=O)[O-] (2-methyl-4-amino-5-nitro-N-β-aminoethylaniline). Reaction SMILES: O.Br.[CH3:3][C:4]1[CH:13]=[C:12]([NH2:14])[C:11]([N+:15]([O-:17])=[O:16])=[CH:10][C:5]=1[NH:6][CH2:7][CH2:8][NH2:9].[OH-].[Na+]>O>[CH3:3][C:4]1[CH:13]=[C:12]([NH2:14])[C:11]([N+:15]([O-:17])=[O:16])=[CH:10][C:5]=1[NH:6][CH2:7][CH2:8][NH2:9] |f:0.1.2,3.4|. Procedure details: The hydrobromide thus obtained is dissolved in water. After the solution has been rendered alkaline with the aid of 2N sodium hydroxide solution, the 2-methyl-4-amino-5-nitro-N-β-aminoethylaniline is filtered off with suction. After washing with water, drying and recrystallisation from ethyl acetate, the product has a melting point of 115° C.